This data is from the Open Reaction Database (ORD), a public repository of structured organic reaction records. The task is: describe an organic reaction: reactants, conditions, products, and yield Reactants: C1CCOC1, CN1C2CCC1C(C(N)=O)C(c1ccc(Cl)cc1)C2, O=C(OC(=O)C(F)(F)F)C(F)(F)F, c1ccncc1. The product is CN1C2CCC1C(C#N)C(c1ccc(Cl)cc1)C2. Reaction SMILES: [CH2:39]1[O:40][CH2:41][CH2:42][CH2:43]1.[Cl:1][c:2]1[cH:3][cH:4][c:5]([CH:8]2[CH:9]([C:17](=[O:18])[NH2:19])[CH:10]3[CH2:11][CH2:12][CH:13]([CH2:14]2)[N:15]3[CH3:16])[cH:6][cH:7]1.[F:26][C:27]([F:28])([F:29])[C:30]([O:31][C:32](=[O:33])[C:34]([F:35])([F:36])[F:37])=[O:38].[cH:20]1[cH:21][cH:22][n:23][cH:24][cH:25]1>>[Cl:1][c:2]1[cH:3][cH:4][c:5]([CH:8]2[CH:9]([C:17]#[N:19])[CH:10]3[CH2:11][CH2:12][CH:13]([CH2:14]2)[N:15]3[CH3:16])[cH:6][cH:7]1. Reactants: C=CCOCC#CCOCC=C, Cc1ccccc1. The product is C1=C(C2=CCOC2)COC1. RXN SMILES: [CH2:1]([CH:2]=[CH2:12])[O:4][CH2:5][C:6]#[C:7][CH2:8][O:9][CH2:10][CH:11]=[CH2:3].[CH3:13][c:14]1[cH:15][cH:16][cH:17][cH:18][cH:19]1>>[CH2:1]1[CH:2]=[C:6]([C:7]2=[CH:11][CH2:10][O:9][CH2:8]2)[CH2:5][O:4]1. Starting materials: [OH-].[Na+] (sodium hydroxide), O1CCCC=C1 (dihydropyran), C1(=CC=C(C=C1)S(=O)(=O)O)C (p-toluenesulfonic acid), OC1=CC=C(C=CC(=O)OCC)C=C1 (ethyl 4-hydroxycinnamate). Run in CCOCC (ether). Reaction conditions: time 2 hour. Yields the product O1C(CCCC1)OC1=CC=C(C=CC(=O)OCC)C=C1 (ethyl 4-(2-tetrahydropyranyloxy)cinnamate). Reaction SMILES: [OH:1][C:2]1[CH:14]=[CH:13][C:5]([CH:6]=[CH:7][C:8]([O:10][CH2:11][CH3:12])=[O:9])=[CH:4][CH:3]=1.[O:15]1[CH:20]=[CH:19][CH2:18][CH2:17][CH2:16]1.C1(C)C=CC(S(O)(=O)=O)=CC=1.[OH-].[Na+]>CCOCC>[O:15]1[CH2:20][CH2:19][CH2:18][CH2:17][CH:16]1[O:1][C:2]1[CH:3]=[CH:4][C:5]([CH:6]=[CH:7][C:8]([O:10][CH2:11][CH3:12])=[O:9])=[CH:13][CH:14]=1 |f:3.4|. Procedure details: To 30 ml of anhydrous ether solution containing 5 g of ethyl 4-hydroxycinnamate was added 7.1 ml of dihydropyran and 50 mg of p-toluenesulfonic acid were added, the mixture was stirred at a room temperature for 2 hours, the reaction mixture was neutralized with 1%-sodium hydroxide solution, washed with water, and dried with anhydrous sodium sulfate. The solvent was removed by evaporation to yield 6.8 of ethyl 4-(2-tetrahydropyranyloxy)cinnamate. Colorless indefinite form crystals. Melting point:... Starting materials: FC1=CC=C(C#N)C=C1 (4-fluorobenzonitrile), C(CN)N (ethylenediamine), C([O-])([O-])=O.[K+].[K+] (potassium carbonate). Solvent: C1(=CC=CC=C1)C (toluene). Product: NCCNC1=CC=C(C#N)C=C1 (4-(2-Aminoethylamino)benzonitrile). As a reaction SMILES: F[C:2]1[CH:9]=[CH:8][C:5]([C:6]#[N:7])=[CH:4][CH:3]=1.[CH2:10]([NH2:13])[CH2:11][NH2:12].C(=O)([O-])[O-].[K+].[K+]>C1(C)C=CC=CC=1>[NH2:12][CH2:11][CH2:10][NH:13][C:2]1[CH:9]=[CH:8][C:5]([C:6]#[N:7])=[CH:4][CH:3]=1 |f:2.3.4|. Reported procedure: A suspension of 4-fluorobenzonitrile (167 g, 1.38 mol), ethylenediamine (330 g, 5.5 mol) and potassium carbonate (300 g, 2.17 mol) in 2 1 of toluene is refluxed for 6 hours. After cooling to room temperature, the mixture is filtered and rinsed with toluene, and the filtrate is evaporated to give a yellow oil which is crystallized from toluene. The product is filtered off, rinsed with toluene and dried under vacuum at 50° C. to give 200 g of a slightly yellow solid. Reactants: C(C1=CC=CC=C1)N[C@@H]1C[C@H](CCC1)C1=CC(=CC=C1)OC ((trans)-N-Benzyl-N-[3-(3-methoxyphenyl)cyclohexyl]amine), Cl.C(C)(=O)OCC (HCl ethyl acetate). Solvent: C(C)(=O)OCC (ethyl acetate). Run at time 30 minute. The product is Cl.COC=1C=C(C=CC1)[C@@H]1C[C@H](CCC1)N ((trans)-3-(3-methoxyphenyl)cyclohexylamine hydrochloride). Reaction SMILES: C([NH:8][C@H:9]1[CH2:14][CH2:13][CH2:12][C@H:11]([C:15]2[CH:20]=[CH:19][CH:18]=[C:17]([O:21][CH3:22])[CH:16]=2)[CH2:10]1)C1C=CC=CC=1.[ClH:23].C(OCC)(=O)C>C(OCC)(=O)C>[ClH:23].[CH3:22][O:21][C:17]1[CH:16]=[C:15]([C@H:11]2[CH2:12][CH2:13][CH2:14][C@H:9]([NH2:8])[CH2:10]2)[CH:20]=[CH:19][CH:18]=1 |f:1.2,4.5|. Procedure details: (trans)-N-Benzyl-N-[3-(3-methoxyphenyl)cyclohexyl]amine (6.59 g) was dissolved in ethyl acetate (20 ml), and then 4 N HCl-ethyl acetate solution (20 ml) was added while cooling on ice, and the mixture was stirred at room temperature for 30 minutes. After concentrating the reaction solution under reduced pressure, 10% palladium-carbon (1.3 g) and acetic acid (60 ml) were added for hydrogen addition at an external temperature of 80° C. for 8 hours. After filtering off the solvent from the reaction... Reactants: O (water), [C@@H]1([C@H](O)[C@@H](O)[C@H](O)[C@H](O1)CO)N1C2=C(C3=C1C=1NC4=CC=CC=C4C1C1=C3C(N(C1=O)C)=O)C=CC=N2 (13-(β-D-glucopyranosyl)-6-methyl-12,13-dihydro-5H-pyrido-[3′,2′:4,5]pyrrolo [2,3-a]pyrrolo [3,4-c]carbazole-5,7(6H)-dione), C(Cl)(Cl)(Cl)Cl (carbon tetrachloride), C1(=CC=CC=C1)P(C1=CC=CC=C1)C1=CC=CC=C1 (triphenylphosphine). Solvent: N1=CC=CC=C1 (pyridine). Conditions: time 2.3 hour. The product is ClC[C@@H]1[C@H]([C@@H]([C@H]([C@@H](O1)N1C2=C(C3=C1C=1NC4=CC=CC=C4C1C1=C3C(N(C1=O)C)=O)C=CC=N2)O)O)O (13-(6-chloro-6-deoxy-β-D-glucopyranosyl)-6-methyl-12,13-dihydro-5H-pyrido[3′,2′:4,5]pyrrolo[2,3-a]pyrrolo[3,4-c]carbazole-5,7(6H)-dione). As a reaction SMILES: [C@@H:1]1([N:12]2[C:16]3[C:17]4[NH:18][C:19]5[C:24]([C:25]=4[C:26]4[C:30](=[O:31])[N:29]([CH3:32])[C:28](=[O:33])[C:27]=4[C:15]=3[C:14]3[CH:34]=[CH:35][CH:36]=[N:37][C:13]2=3)=[CH:23][CH:22]=[CH:21][CH:20]=5)[O:9][C@H:8]([CH2:10]O)[C@@H:6]([OH:7])[C@H:4]([OH:5])[C@H:2]1[OH:3].C1(P(C2C=CC=CC=2)C2C=CC=CC=2)C=CC=CC=1.C(Cl)(Cl)(Cl)[Cl:58].O>N1C=CC=CC=1>[Cl:58][CH2:10][C@H:8]1[O:9][C@@H:1]([N:12]2[C:16]3[C:17]4[NH:18][C:19]5[C:24]([C:25]=4[C:26]4[C:30](=[O:31])[N:29]([CH3:32])[C:28](=[O:33])[C:27]=4[C:15]=3[C:14]3[CH:34]=[CH:35][CH:36]=[N:37][C:13]2=3)=[CH:23][CH:22]=[CH:21][CH:20]=5)[C@H:2]([OH:3])[C@@H:4]([OH:5])[C@@H:6]1[OH:7]. Reported procedure: To a solution of the compound of Example 17 (0.353 mmol) dissolved in 2.5 ml of pyridine there is added a solution of triphenylphosphine (1.415 mmol) and then carbon tetrachloride (0.707 mmol). The mixture is stirred at ambient temperature for 2.30 hours and is then poured into water. The mixture is extracted with ethyl acetate and the organic phase is washed successively with a 1N aqueous solution of hydrochloric acid, water and a saturated solution of NaHCO3. After evaporating off the solvent ...